This data is from the Open Reaction Database (ORD), a public repository of structured organic reaction records. The task is: describe an organic reaction: reactants, conditions, products, and yield Reactants: ( 2 ), CSC(=C[N+](=O)[O-])NC1=CC=C(C=C1)OC(F)(F)F (N-(1-methylthio-2-nitroethenyl)-4-trifluoromethoxyaniline), O.NN (hydrazine monohydrate). Solvent: C(C)O (ethanol). Conditions: time 1 hour. Yields the product N(N)C(=C[N+](=O)[O-])NC1=CC=C(C=C1)OC(F)(F)F (N-(1-hydrazino-2-nitroethenyl)-4trifluoromethoxyaniline). The yield is 71.9%. Reaction SMILES: CS[C:3]([NH:8][C:9]1[CH:14]=[CH:13][C:12]([O:15][C:16]([F:19])([F:18])[F:17])=[CH:11][CH:10]=1)=[CH:4][N+:5]([O-:7])=[O:6].O.[NH2:21][NH2:22]>C(O)C>[NH:21]([C:3]([NH:8][C:9]1[CH:14]=[CH:13][C:12]([O:15][C:16]([F:19])([F:18])[F:17])=[CH:11][CH:10]=1)=[CH:4][N+:5]([O-:7])=[O:6])[NH2:22] |f:1.2|. Procedure details: 3.00 g of 1,1-bis(methylthio)-2-nitroethene, 3.38 g of 4-trifluoromethoxyaniline and 30 ml of ethanol were reacted for 5 hours under heating and refluxing and then cooled to room temperature, whereupon precipitated crystals were collected by filtration and washed with a small amount of ethanol and dried to obtain 3.40 g of crystals, to which 1.81 g of 4-trifluoromethoxyaniline and 30 ml of ethanol were added and reacted for 6.5 hours under heating and refluxing. After completion of the reaction,... Starting materials: BrC1=CC=C(C=C1)C=1N=NC(=CC1)Cl (3-(p-bromophenyl)-6-chloropyridazine), C(=O)NN (formylhydrazine). Solvent: C(CCC)O (butyl alcohol). The product is BrC1=CC=C(C=C1)C=1C=CC=2N(N1)C=NN2 (6-(p-bromophenyl)-1,2,4-triazolo[4,3-b]pyridazine). Reaction SMILES: [Br:1][C:2]1[CH:7]=[CH:6][C:5]([C:8]2[N:9]=[N:10][C:11](Cl)=[CH:12][CH:13]=2)=[CH:4][CH:3]=1.[CH:15]([NH:17][NH2:18])=O>C(O)CCC>[Br:1][C:2]1[CH:7]=[CH:6][C:5]([C:8]2[CH:13]=[CH:12][C:11]3[N:10]([CH:15]=[N:17][N:18]=3)[N:9]=2)=[CH:4][CH:3]=1. Reported procedure: A mixture of 3.76 g. of 3-(p-bromophenyl)-6-chloropyridazine, 1.80 g of formylhydrazine and 50 ml. of butyl alcohol is heated to reflux and allowed to reflux overnight. The reaction mixture is allowed to cool and the precipitated product is washed with water, air dried and recrystallized from methyl alcohol, m.p. 209°-211° C. Reactants: CCO, CCOC(C)=O, NN, CCC(C)COc1ccc(C(CN2C(=O)c3ccccc3C2=O)NC(=O)C(C)c2ccccc2)cc1. Product: CCC(C)COc1ccc(C(CN)NC(=O)C(C)c2ccccc2)cc1. As a reaction SMILES: [CH3:39][CH2:40][OH:41].[CH3:42][CH2:43][O:44][C:45]([CH3:46])=[O:47].[NH2:37][NH2:38].[O:1]=[C:2]1[N:3]([CH2:12][CH:13]([c:14]2[cH:15][cH:16][c:17]([O:20][CH2:21][CH:22]([CH2:23][CH3:24])[CH3:25])[cH:18][cH:19]2)[NH:26][C:27]([CH:28]([CH3:29])[c:30]2[cH:31][cH:32][cH:33][cH:34][cH:35]2)=[O:36])[C:10](=[O:11])[c:5]2[c:4]1[cH:9][cH:8][cH:7][cH:6]2>>[NH2:3][CH2:12][CH:13]([c:14]1[cH:15][cH:16][c:17]([O:20][CH2:21][CH:22]([CH2:23][CH3:24])[CH3:25])[cH:18][cH:19]1)[NH:26][C:27]([CH:28]([CH3:29])[c:30]1[cH:31][cH:32][cH:33][cH:34][cH:35]1)=[O:36]. Reactants: Cl (HCl), C(C1=CC=CC=C1)[C@H]1N(C(OC1)=O)C(=O)[C@H]1[C@@H](CC2(OCC(CO2)(C)C)CC1)C1=C(C=CC=C1)F ((4R)-4-benzyl-3-{[(8R,9R)-8-(2-fluorophenyl)-3,3-dimethyl-1,5-dioxaspiro[5.5]undec-9-yl]carbonyl}-1,3-oxazolidin-2-one), OO (Hydrogen peroxide), [Li+].[OH-] (LiOH), C1(CCCCC1)NC1CCCCC1 (N-cyclohexylcyclohexanamine). The solvent is C1CCOC1 (THF). Run at temperature 0 celsius, time 8 hour. Procedure details: The product from step 1 was dissolved in THF (200 mL) and cooled to 0° C. in an ice bath. Hydrogen peroxide (22.6 mL, 35%, 258 mmol), followed by LiOH (4.12 g, 172 mmol in 40 mL water) were added, and the mixture was allowed to warm to rt and stirred overnight to afford the acid intermediate [HPLC/MS: 323.2 (M+1); Rt=2.97 min]. To this solution was added aqueous HCl (21.5 mL, 12M) and the reaction was aged at 60° C. overnight. The reaction was cooled to rt and the organic phase was separated. Th... Reaction SMILES: C([C@@H]1COC(=O)N1[C:14]([C@@H:16]1[CH2:28][CH2:27][C:19]2(OCC(C)(C)C[O:20]2)[CH2:18][C@H:17]1[C:29]1[CH:34]=[CH:33][CH:32]=[CH:31][C:30]=1[F:35])=[O:15])C1C=CC=CC=1.[OH:36]O.[Li+].[OH-].Cl.C1(NC2CCCCC2)CCCCC1>C1COCC1>[F:35][C:30]1[CH:31]=[CH:32][CH:33]=[CH:34][C:29]=1[C@@H:17]1[CH2:18][C:19](=[O:20])[CH2:27][CH2:28][C@H:16]1[C:14]([OH:15])=[O:36] |f:2.3|. Product: FC1=C(C=CC=C1)[C@H]1[C@@H](CCC(C1)=O)C(=O)O ((1R,2R)-2-(2-fluorophenyl)-4-oxocyclohexanecarboxylic acid). The reactants are [Cr](=O)(=O)([O-])O[Cr](=O)(=O)[O-].[NH+]1=CC=CC=C1.[NH+]1=CC=CC=C1 (pyridinium dichromate), C(C1=CC=CC=C1)OC(=O)N[C@@H](C(C)C)C(=O)N[C@H]([C@@H](C[C@H]1[C@@H](CCCC1)C(=O)NC(C)(C)C)O)CC1=CC=CC=C1 (2(S)-[3(S)-[[N-(benzyloxycarbonyl)-L-valyl]amino]-2(R)-hydroxy-4-phenylbutyl]-N-tert.butyl-1(R)-cyclohexanecarboxamide), O (water). Run in CN(C=O)C (dimethylformamide). Conditions: time 18 hour. The product is C(C1=CC=CC=C1)OC(=O)N[C@@H](C(C)C)C(=O)N[C@H](C(C[C@H]1[C@@H](CCCC1)C(=O)NC(C)(C)C)=O)CC1=CC=CC=C1 (2(S)-[3(S)-[[N-(benzyloxycarbonyl)-L-valyl]amino]-2-oxo-4-phenylbutyl]-N-tert.butyl-1(R)-cyclohexanecarboxamide). Isolated yield 67.1%. RXN SMILES: [Cr](O[Cr]([O-])(=O)=O)([O-])(=O)=O.[NH+]1C=CC=CC=1.[NH+]1C=CC=CC=1.[CH2:22]([O:29][C:30]([NH:32][C@H:33]([C:37]([NH:39][C@@H:40]([CH2:57][C:58]1[CH:63]=[CH:62][CH:61]=[CH:60][CH:59]=1)[C@H:41]([OH:56])[CH2:42][C@@H:43]1[CH2:48][CH2:47][CH2:46][CH2:45][C@H:44]1[C:49]([NH:51][C:52]([CH3:55])([CH3:54])[CH3:53])=[O:50])=[O:38])[CH:34]([CH3:36])[CH3:35])=[O:31])[C:23]1[CH:28]=[CH:27][CH:26]=[CH:25][CH:24]=1.O>CN(C)C=O>[CH2:22]([O:29][C:30]([NH:32][C@H:33]([C:37]([NH:39][C@@H:40]([CH2:57][C:58]1[CH:59]=[CH:60][CH:61]=[CH:62][CH:63]=1)[C:41](=[O:56])[CH2:42][C@@H:43]1[CH2:48][CH2:47][CH2:46][CH2:45][C@H:44]1[C:49]([NH:51][C:52]([CH3:54])([CH3:55])[CH3:53])=[O:50])=[O:38])[CH:34]([CH3:36])[CH3:35])=[O:31])[C:23]1[CH:28]=[CH:27][CH:26]=[CH:25][CH:24]=1 |f:0.1.2|. Procedure details: 220 mg (0.59 mmol) of pyridinium dichromate were added to a solution of 48 mg (0.08 mmol) of 2(S)-[3(S)-[[N-(benzyloxycarbonyl)-L-valyl]amino]-2(R)-hydroxy-4-phenylbutyl]-N-tert.butyl-1(R)-cyclohexanecarboxamide in 1 ml of dimethylformamide and the mixture was stirred at room temperature for 18 hours. 10 ml of water were added and the mixture was extracted with two 10 ml portions of ethyl acetate. The combined extracts were washed with two 10 ml portions of water, dried over anhydrous magnesium ... Starting materials: P(=O)(OCC1=CC=CC=C1)(OCC1=CC=CC=C1)[O-] (dibenzyl phosphate), C(C(=O)Cl)(=O)Cl (oxalyl chloride), CN(C)C=O (DMF). Solvent: C(Cl)Cl (CH2Cl2). Reaction conditions: time 1 hour. Product: P(=O)(OCC1=CC=CC=C1)(OCC1=CC=CC=C1)Cl (dibenzyl chlorophosphate). Reaction SMILES: [P:1]([O-])([O:11][CH2:12][C:13]1[CH:18]=[CH:17][CH:16]=[CH:15][CH:14]=1)([O:3][CH2:4][C:5]1[CH:10]=[CH:9][CH:8]=[CH:7][CH:6]=1)=[O:2].C(Cl)(=O)C([Cl:23])=O.CN(C=O)C>C(Cl)Cl>[P:1]([Cl:23])([O:11][CH2:12][C:13]1[CH:18]=[CH:17][CH:16]=[CH:15][CH:14]=1)([O:3][CH2:4][C:5]1[CH:10]=[CH:9][CH:8]=[CH:7][CH:6]=1)=[O:2]. Procedure details: A solution of dibenzyl phosphate (3.76 g, 13.5 mmol) in CH2Cl2 (10 mL) was treated with oxalyl chloride (1.17, 13.5 mmol) and DMF (0.5 mL). The mixture was stirred at room temperature for 1 h, the solvent was removed by rotary evaporation and the residue was dried in vacuo for 2 h to afford dibenzyl chlorophosphate as a yellowish solid. The residue was suspended in CH2Cl2 (5 mL), cooled to 0° C., treated with a solution of benzylic alcohol M (1.7 g, 6.7 mmol) in CH2Cl2 (5 mL) then DBU (2.02 mL, ... As a reaction SMILES: Cl[C:2]1[C:3]([F:21])=[CH:4][C:5]2[C:6]([CH:20]=1)=[N:7][C:8]1[N:9]([CH3:19])[CH:10]=[C:11]([C:16]([OH:18])=[O:17])[C:12](=[O:15])[C:13]=1[CH:14]=2.[CH3:22][CH:23]1[CH2:28][NH:27][CH2:26][CH:25]([CH3:29])[NH:24]1>N1C=CC=CC=1>[CH3:22][CH:23]1[NH:24][CH:25]([CH3:29])[CH2:26][N:27]([C:2]2[C:3]([F:21])=[CH:4][C:5]3[C:6]([CH:20]=2)=[N:7][C:8]2[N:9]([CH3:19])[CH:10]=[C:11]([C:16]([OH:18])=[O:17])[C:12](=[O:15])[C:13]=2[CH:14]=3)[CH2:28]1.[OH2:15].[CH3:22][CH:23]1[NH:24][CH:25]([CH3:29])[CH2:26][N:27]([C:2]2[C:3]([F:21])=[CH:4][C:5]3[C:6]([CH:20]=2)=[N:7][C:8]2[N:9]([CH3:19])[CH:10]=[C:11]([C:16]([OH:18])=[O:17])[C:12](=[O:15])[C:13]=2[CH:14]=3)[CH2:28]1.[CH3:22][CH:23]1[NH:24][CH:25]([CH3:29])[CH2:26][N:27]([C:2]2[C:3]([F:21])=[CH:4][C:5]3[C:6]([CH:20]=2)=[N:7][C:8]2[N:9]([CH3:19])[CH:10]=[C:11]([C:16]([OH:18])=[O:17])[C:12](=[O:15])[C:13]=2[CH:14]=3)[CH2:28]1 |f:4.5.6|. Yield: 100.9%. Starting materials: ClC=1C(=CC=2C(=NC=3N(C=C(C(C3C2)=O)C(=O)O)C)C1)F (8-chloro-7-fluoro-1-methyl-4-oxo-1,4-dihydro-benzo[b][1,8]naphthyridine-3-carboxylic acid), solid, CC1NC(CNC1)C (2,6-dimethylpiperazine). Solvent: N1=CC=CC=C1 (pyridine). Procedure: 8-(3,5-Dimethyl-1-piperazinyl)-7-fluoro-1-methyl-4-oxo-1,4-dihydro-benzo[b][1,8]naphthyridine-3-carboxylic acid is prepared under the conditions of Reference Example 3 but starting from 1.7 g of 8-chloro-7-fluoro-1-methyl-4-oxo-1,4-dihydro-benzo[b][1,8]naphthyridine-3-carboxylic acid and 2.5 g of 2,6-dimethylpiperazine in 20 cm3 of pyridine. 1.1 g of 8-(3,5-dimethyl-1-piperazinyl)-7-fluoro-1-methyl-4-oxo-1,4-dihydro-benzo[b][1,8]naphthyridine-3-carboxylic acid hemihydrate are obtained in the for... The product is CC1CN(CC(N1)C)C=1C(=CC=2C(=NC=3N(C=C(C(C3C2)=O)C(=O)O)C)C1)F (8-(3,5-Dimethyl-1-piperazinyl)-7-fluoro-1-methyl-4-oxo-1,4-dihydro-benzo[b][1,8]naphthyridine-3-carboxylic acid), O.CC1CN(CC(N1)C)C=1C(=CC=2C(=NC=3N(C=C(C(C3C2)=O)C(=O)O)C)C1)F.CC1CN(CC(N1)C)C=1C(=CC=2C(=NC=3N(C=C(C(C3C2)=O)C(=O)O)C)C1)F (8-(3,5-dimethyl-1-piperazinyl)-7-fluoro-1-methyl-4-oxo-1,4-dihydro-benzo[b][1,8]naphthyridine-3-carboxylic acid hemihydrate). The product is CCOc1cc(F)c([N+](=O)[O-])cc1F. Reaction SMILES: [Br:19][CH2:20][CH3:21].[C:13](=[O:14])([O-:15])[O-:16].[CH3:25][C:26]#[N:27].[F:1][c:2]1[c:3]([OH:12])[cH:4][c:5]([F:11])[c:6]([N+:8](=[O:9])[O-:10])[cH:7]1.[I:22][CH2:23][CH3:24].[K+:17].[K+:18]>>[F:1][c:2]1[c:3]([O:12][CH2:20][CH3:21])[cH:4][c:5]([F:11])[c:6]([N+:8](=[O:9])[O-:10])[cH:7]1. Reactants: CCBr, O=C([O-])[O-], CC#N, O=[N+]([O-])c1cc(F)c(O)cc1F, CCI, [K+], [K+]. The reactants are O=C([O-])[O-], Cc1ccc(-c2nc(CCl)co2)cc1, NC(=O)c1c(F)ccc(O)c1F, [K+], [K+], CN(C)C=O. Product: Cc1ccc(-c2nc(COc3ccc(F)c(C(N)=O)c3F)co2)cc1. As a reaction SMILES: [C:27](=[O:28])([O-:29])[O-:30].[Cl:1][CH2:2][c:3]1[n:4][c:5](-[c:8]2[cH:9][cH:10][c:11]([CH3:14])[cH:12][cH:13]2)[o:6][cH:7]1.[F:15][c:16]1[c:17]([C:18](=[O:19])[NH2:20])[c:21]([F:26])[cH:22][cH:23][c:24]1[OH:25].[K+:31].[K+:32].[O:33]=[CH:34][N:35]([CH3:36])[CH3:37]>>[CH2:2]([c:3]1[n:4][c:5](-[c:8]2[cH:9][cH:10][c:11]([CH3:14])[cH:12][cH:13]2)[o:6][cH:7]1)[O:25][c:24]1[c:16]([F:15])[c:17]([C:18](=[O:19])[NH2:20])[c:21]([F:26])[cH:22][cH:23]1.